This data is from the Open Reaction Database (ORD), a public repository of structured organic reaction records. The task is: describe an organic reaction: reactants, conditions, products, and yield The reactants are CCCCCCCCCCC (undecane), Cl.CONC (N-methoxy-N-methyl amine hydrochloride), FC1=C(COC2=CC=C(C(=O)O)C=C2)C=CC=C1 (4-(2-fluorobenzyloxy)benzoic acid). Run in C(Cl)Cl (CH2Cl2), S(=O)(Cl)Cl (thionyl chloride). Conditions: temperature 65 celsius, time 3 hour. The product is FC1=C(COC2=CC=C(C(=O)N(OC)C)C=C2)C=CC=C1 (4-(2-fluorobenzyloxy)-N-methyl-N-methoxybenzamide). Isolated yield 93.0%. RXN SMILES: [F:1][C:2]1[CH:18]=[CH:17][CH:16]=[CH:15][C:3]=1[CH2:4][O:5][C:6]1[CH:14]=[CH:13][C:9]([C:10]([OH:12])=O)=[CH:8][CH:7]=1.CCCCCCCCCCC.Cl.[CH3:31][O:32][NH:33][CH3:34]>S(Cl)(Cl)=O.C(Cl)Cl>[F:1][C:2]1[CH:18]=[CH:17][CH:16]=[CH:15][C:3]=1[CH2:4][O:5][C:6]1[CH:7]=[CH:8][C:9]([C:10]([N:33]([CH3:34])[O:32][CH3:31])=[O:12])=[CH:13][CH:14]=1 |f:2.3|. Procedure: 4-(2-fluorobenzyloxy)benzoic acid (P2, 5.5 g, 22.3 mmol) was suspended in thionyl chloride (16.5 mL) and heated to 65° C. and held for 3 hours during which time the reactor was kept under a slow sweep of nitrogen. The mixture was then concentrated to a thick oil under hi vac to remove all traces of residual thionyl chloride. The residue was then diluted in CH2Cl2 (20 mL) and cooled to 0° C. In a separate flask, a solution of diaza(1,3)bicycle[5.4.0]undecane (DBU, 8.0 mL, 8.15 g, 53.52 mmol) and ... The reactants are N (NH3), C(C1=CC=CC=C1)=O (benzaldehyde), C(C1=CC=CC=C1)NCC1=CC=CC=C1 (dibenzylamine). Reagents/catalysts: [Pd] (palladium/carbon). Solvent: O (H2O). Yields the product C(C1=CC=CC=C1)O (benzylalcohol), C(C1=CC=CC=C1)N (benzylamine), dibenzylimine, C(C1=CC=CC=C1)N(CC1=CC=CC=C1)CC1=CC=CC=C1 (tribenzylamine). The yield is 2.4%. As a reaction SMILES: N.[CH:2](=[O:9])[C:3]1[CH:8]=[CH:7][CH:6]=[CH:5][CH:4]=1.[CH2:10]([NH:17][CH2:18][C:19]1[CH:24]=[CH:23][CH:22]=[CH:21][CH:20]=1)[C:11]1[CH:16]=[CH:15][CH:14]=[CH:13][CH:12]=1>[Pd].O>[CH2:2]([OH:9])[C:3]1[CH:8]=[CH:7][CH:6]=[CH:5][CH:4]=1.[CH2:10]([NH2:17])[C:11]1[CH:16]=[CH:15][CH:14]=[CH:13][CH:12]=1.[CH2:2]([N:17]([CH2:10][C:11]1[CH:16]=[CH:15][CH:14]=[CH:13][CH:12]=1)[CH2:18][C:19]1[CH:24]=[CH:23][CH:22]=[CH:21][CH:20]=1)[C:3]1[CH:8]=[CH:7][CH:6]=[CH:5][CH:4]=1. Procedure details: Into an inertised Buss loop reactor with a capacity of 50 liters were successively introduced 40.74 kg BALD (0.384 kmol) and 4.1 kg H2O. The circulation pump was then started and 0.0815 kg 4% palladium/carbon (Degussa E196 NN-W; 50% H2O) was added. The trial was further carried out along the same lines as Example X, except that 4.76 kg NH3 (0.280 kmol) was added. Gas chromatography analysis of the organic phase showed that all the benzaldehyde had been converted. The selectivity to dibenzylamine...